From a dataset of the Open Reaction Database (ORD), a public repository of structured organic reaction records. describe an organic reaction: reactants, conditions, products, and yield The reactants are BrCC(CCBr)C(=O)OC (methyl 1,4-dibromobutane-2-carboxylate), [S-2].[Na+].[Na+] (sodium sulfide), (2H)-tetrahydropyran-3-carboxylic acid, O1CC(CC1)C(=O)O (Tetrahydrofuran-3-carboxylic acid), O1C=C(C=C1)C(=O)O (furan-3-carboxylic acid), S1CC(CC1)C(=O)O (tetrahydrothiophene-3-carboxylic acid). Reagents/catalysts: [Ni] (Raney Nickel), [Ni] (Raney Nickel). The product is O1CCCC(=C1)C(=O)O (2,3-dihydro-(4H)-pyran-5-carboxylic acid), (2H)-tetrahydrothiopyran-3-carboxylic acid. Reaction SMILES: [O:1]1[CH2:5][CH2:4][CH:3]([C:6]([OH:8])=[O:7])[CH2:2]1.O1C=CC(C(O)=O)=[CH:10]1.S1CCC(C(O)=O)C1.BrCC(C(OC)=O)CCBr.[S-2].[Na+].[Na+]>[Ni]>[O:1]1[CH:2]=[C:3]([C:6]([OH:8])=[O:7])[CH2:10][CH2:4][CH2:5]1 |f:4.5.6|. Procedure: Tetrahydrofuran-3-carboxylic acid (formula I: n=1, X=S) can be prepared by hydrogenation of furan-3-carboxylic acid with Raney Nickel (Boekelheide and Morrison, J. Am. Chem. Soc. 80 (1958) 3905), tetrahydrothiophene-3-carboxylic acid (formula I: n=1, X=S) is accessible by reaction of methyl 1,4-dibromobutane-2-carboxylate with sodium sulfide and subsequent alkaline hydrolysis of the ester group (Kapovits and Kucsman, Acta Chim. Acad. Sci. Hung. 34 (1962) 79), (2H)-tetrahydropyran-3-carboxylic ac... Starting materials: CCOC(=O)CBr, O=C([O-])[O-], COc1ccc(O)c([N+](=O)[O-])c1, CC(C)=O, [K+], [K+]. Product: CCOC(=O)COc1ccc(OC)cc1[N+](=O)[O-]. As a reaction SMILES: [Br:19][CH2:20][C:21](=[O:22])[O:23][CH2:24][CH3:25].[C:13](=[O:14])([O-:15])[O-:16].[CH3:1][O:2][c:3]1[cH:4][c:5]([N+:10](=[O:11])[O-:12])[c:6]([OH:9])[cH:7][cH:8]1.[CH3:26][C:27](=[O:28])[CH3:29].[K+:17].[K+:18]>>[CH3:1][O:2][c:3]1[cH:4][c:5]([N+:10](=[O:11])[O-:12])[c:6]([O:9][CH2:20][C:21](=[O:22])[O:23][CH2:24][CH3:25])[cH:7][cH:8]1. Procedure: A suspension of sodium hydride (60% in mineral oil, 122 mg, 3.06 mmol) in THF (10 mL) was cooled to 0° C., and diethyl[(5-bromo-1,3-thiazol-2-yl)methyl]phosphonate (769 mg, 2.448 mmol) in THF (2 mL) was added dropwise and subsequently stirred at 0° C. for 30 minutes. Ethyl 4-oxocyclohexanecarboxylate (417 mg, 2.448 mmol) in THF (2 mL) was then added, and allowed to warm to room temperature over 2 h. Then, the reaction was diluted with saturated ammonium chloride and extracted with ethyl acetate ... Conditions: temperature 0 celsius, time 30 minute. The product is BrC1=CN=C(S1)C=C1CCC(CC1)C(=O)OCC (ethyl 4-[(5-bromo-1,3-thiazol-2-yl)methylidene]cyclohexanecarboxylate). RXN SMILES: [H-].[Na+].C(OP([CH2:11][C:12]1[S:13][C:14]([Br:17])=[CH:15][N:16]=1)(=O)OCC)C.O=[C:19]1[CH2:24][CH2:23][CH:22]([C:25]([O:27][CH2:28][CH3:29])=[O:26])[CH2:21][CH2:20]1>C1COCC1.[Cl-].[NH4+]>[Br:17][C:14]1[S:13][C:12]([CH:11]=[C:19]2[CH2:24][CH2:23][CH:22]([C:25]([O:27][CH2:28][CH3:29])=[O:26])[CH2:21][CH2:20]2)=[N:16][CH:15]=1 |f:0.1,5.6|. Reactants: C(C)OP(OCC)(=O)CC=1SC(=CN1)Br (diethyl[(5-bromo-1,3-thiazol-2-yl)methyl]phosphonate), O=C1CCC(CC1)C(=O)OCC (Ethyl 4-oxocyclohexanecarboxylate), [H-].[Na+] (sodium hydride). Run in C1CCOC1 (THF), [Cl-].[NH4+] (ammonium chloride), C1CCOC1 (THF), C1CCOC1 (THF). Isolated yield 117.1%. Reported procedure: To a solution of 3-hydroxy-3-phenylbutanenitrile (1 g, 6.2 mmol) in THF (10 mL) was added dropwise BH3.Me2S (32 mL, 62 mmol) under a N2 atmosphere. The mixture was stirred at rt overnight. The reaction was quenched with MeOH (10 mL). The mixture was concentrated to give crude 4-amino-2-phenylbutan-2-ol (1.2 g, crude), which was used in the next step without further purification. Conditions: time 8 hour. Yields the product NCCC(C)(O)C1=CC=CC=C1 (4-amino-2-phenylbutan-2-ol). Solvent: C1CCOC1 (THF). As a reaction SMILES: [OH:1][C:2]([C:7]1[CH:12]=[CH:11][CH:10]=[CH:9][CH:8]=1)([CH3:6])[CH2:3][C:4]#[N:5].S(C)C>C1COCC1>[NH2:5][CH2:4][CH2:3][C:2]([C:7]1[CH:12]=[CH:11][CH:10]=[CH:9][CH:8]=1)([OH:1])[CH3:6]. The reactants are OC(CC#N)(C)C1=CC=CC=C1 (3-hydroxy-3-phenylbutanenitrile), S(C)C (Me2S). Starting materials: FC(\C(=C/C=1NC=C(N1)CC1(CC1)C(F)(F)F)\C1=CC=C(C=C1)N1N=CC=C1)(F)F (1-{4-[(Z)-1-(trifluoromethyl)-2-(4-{[1-(trifluoromethyl)cyclopropyl]methyl}-1H-imidazol-2-yl)vinyl]phenyl}-1H-pyrazole), [H][H] (hydrogen). Reagents/catalysts: [Pd] (palladium on carbon). Run in C(C)O (ethanol). Run at temperature -78 celsius, time 2 hour. Yields the product FC(C(CC=1NC=C(N1)CC1(CC1)C(F)(F)F)C1=CC=C(C=C1)N1N=CC=C1)(F)F (1-(4-{2,2,2-trifluoro-1-[(4-{[1-(trifluoromethyl)cyclopropyl]methyl}-1H-imidazol-2-yl)methyl]ethyl}-phenyl)-1H-pyrazole). RXN SMILES: [F:1][C:2]([F:30])([F:29])/[C:3](/[C:18]1[CH:23]=[CH:22][C:21]([N:24]2[CH:28]=[CH:27][CH:26]=[N:25]2)=[CH:20][CH:19]=1)=[CH:4]\[C:5]1[NH:6][CH:7]=[C:8]([CH2:10][C:11]2([C:14]([F:17])([F:16])[F:15])[CH2:13][CH2:12]2)[N:9]=1.[H][H]>[Pd].C(O)C>[F:30][C:2]([F:1])([F:29])[CH:3]([C:18]1[CH:19]=[CH:20][C:21]([N:24]2[CH:28]=[CH:27][CH:26]=[N:25]2)=[CH:22][CH:23]=1)[CH2:4][C:5]1[NH:6][CH:7]=[C:8]([CH2:10][C:11]2([C:14]([F:15])([F:16])[F:17])[CH2:12][CH2:13]2)[N:9]=1. Reported procedure: In a 25-mL round-bottom flask, a mixture of 1-{4-[(Z)-1-(trifluoromethyl)-2-(4-{[1-(trifluoromethyl)cyclopropyl]methyl}-1H-imidazol-2-yl)vinyl]phenyl}-1H-pyrazole (52.8 mg, 0.124 mmol) and palladium on carbon (11.4 mg, 0.107 mmol) was suspended in ethanol (5 mL), and a hydrogen balloon was put on top of the flask. It was cooled to −78° C., degassed and saturated with hydrogen three times. The reaction is mostly complete 2 hours after operation. The reaction mixture was filtered through syringe f... Starting materials: CCCCN(CC)c1nc(C)nc(Cl)c1C, CS(C)=O, [H-], [Na+], Cc1cc(C)c(CC#N)c(C)c1. Product: CCCCN(CC)c1nc(C)nc(C(C#N)c2c(C)cc(C)cc2C)c1C. RXN SMILES: [CH2:15]([CH2:16][CH2:17][CH3:18])[N:19]([CH2:20][CH3:21])[c:22]1[n:23][c:24]([CH3:30])[n:25][c:26]([Cl:29])[c:27]1[CH3:28].[CH3:31][S:32]([CH3:33])=[O:34].[H-:14].[Na+:13].[c:1]1([CH3:12])[c:2]([CH2:9][C:10]#[N:11])[c:3]([CH3:8])[cH:4][c:5]([CH3:7])[cH:6]1>>[c:1]1([CH3:12])[c:2]([CH:9]([C:10]#[N:11])[c:26]2[n:25][c:24]([CH3:30])[n:23][c:22]([N:19]([CH2:15][CH2:16][CH2:17][CH3:18])[CH2:20][CH3:21])[c:27]2[CH3:28])[c:3]([CH3:8])[cH:4][c:5]([CH3:7])[cH:6]1.